Dataset: the Open Reaction Database (ORD), a public repository of structured organic reaction records. Task: describe an organic reaction: reactants, conditions, products, and yield Run in C(C)(=O)O (acetic acid). As a reaction SMILES: [C:1]([C:5]1[CH:10]=[CH:9][N:8]=[CH:7][CH:6]=1)(=[O:4])[CH2:2][CH3:3].C(Cl)(Cl)Cl>C(O)(=O)C.[Pt]=O>[NH:8]1[CH2:9][CH2:10][CH:5]([CH:1]([OH:4])[CH2:2][CH3:3])[CH2:6][CH2:7]1. Yields the product N1CCC(CC1)C(CC)O (1-(4-piperidyl)propanol). Reagents/catalysts: [Pt]=O (platinum oxide). Reactants: C(CC)(=O)C1=CC=NC=C1 (4-propionyl pyridine), C(Cl)(Cl)Cl (chloroform). Procedure details: A solution of 4-propionyl pyridine (10.0 g) in acetic acid (100 cm3) was hydrogenated over platinum oxide (0.5 g) at 60° and 60 p.s.i. pressure for 60 hours. The mixture was filtered through "Avicel" and volatile material was removed in vacuo to give the crude acetate salt (12.0 g). A portion (1 g) was taken into chloroform (20 cm3), washed with 1M sodium hydroxide solution (10 cm3), dried and evaporated to afford 1-(4-piperidyl)propanol, m.p. 50° (0.70 g). Conditions: time 60 hour. Starting materials: ClC(C(=O)OC(C)(C)C)(C(=O)OC(C)(C)C)C1=[N+](C(=C(C=C1)Cl)C(=O)OC)[O-] (di-tert-butyl chloro[5-chloro-6-(methoxycarbonyl)-1-oxidopyridin-2-yl]malonate), FC(C(=O)O)(F)F (trifluoroacetic acid). Solvent: ClCCl (dichloromethane). The product is ClC1=C([N+](=C(C=C1)CCl)[O-])C(=O)OC (methyl 3-chloro-6-(chloromethyl)pyridine-2-carboxylate 1-oxide). Yield: 66.9%. As a reaction SMILES: [Cl:1][C:2]([C:17]1[CH:22]=[CH:21][C:20]([Cl:23])=[C:19]([C:24]([O:26][CH3:27])=[O:25])[N+:18]=1[O-:28])(C(OC(C)(C)C)=O)C(OC(C)(C)C)=O.FC(F)(F)C(O)=O>ClCCl>[Cl:23][C:20]1[CH:21]=[CH:22][C:17]([CH2:2][Cl:1])=[N+:18]([O-:28])[C:19]=1[C:24]([O:26][CH3:27])=[O:25]. Procedure: A mixture of di-tert-butyl chloro[5-chloro-6-(methoxycarbonyl)-1-oxidopyridin-2-yl]malonate (19.65 g, 45.0 mmol), trifluoroacetic acid (41 mL) and dichloromethane (82 mL) was refluxed for 2.5 hours, cooled and then concentrated to dryness. The crude residue was taken up in xylene and the mixture heated at reflux until carbon dioxide was no longer given off. The reaction mixture was then cooled to room temperature and ethyl ether added followed by a small amount of saturated NaHCO3 solution. The ...